This data is from the Open Reaction Database (ORD), a public repository of structured organic reaction records. The task is: describe an organic reaction: reactants, conditions, products, and yield Reactants: N1(CCNCC1)C1=C2CCC(NC2=CC=C1)=O (5-(1-piperazinyl)-3,4-dihydrocarbostyril), C([O-])([O-])=O.[K+].[K+] (potassium carbonate), C(#N)C1=CC=C(CCl)C=C1 (4-cyanobenzyl chloride). Solvent: C1=CC=CC=C1 (benzene). Product: C(#N)C1=CC=C(CN2CCN(CC2)C2=C3CCC(NC3=CC=C2)=O)C=C1 (5-[4-(4-cyanobenzyl)-1-piperazinyl]-3,4-dihydrocarbostyril). The yield is 6.7%. RXN SMILES: [N:1]1([C:7]2[CH:16]=[CH:15][CH:14]=[C:13]3[C:8]=2[CH2:9][CH2:10][C:11](=[O:17])[NH:12]3)[CH2:6][CH2:5][NH:4][CH2:3][CH2:2]1.C(=O)([O-])[O-].[K+].[K+].[C:24]([C:26]1[CH:33]=[CH:32][C:29]([CH2:30]Cl)=[CH:28][CH:27]=1)#[N:25]>C1C=CC=CC=1>[C:24]([C:26]1[CH:33]=[CH:32][C:29]([CH2:30][N:4]2[CH2:5][CH2:6][N:1]([C:7]3[CH:16]=[CH:15][CH:14]=[C:13]4[C:8]=3[CH2:9][CH2:10][C:11](=[O:17])[NH:12]4)[CH2:2][CH2:3]2)=[CH:28][CH:27]=1)#[N:25] |f:1.2.3|. Reported procedure: To a mixture of 1.2 g of 5-(1-piperazinyl)-3,4-dihydrocarbostyril, 1.17 g of potassium carbonate and 50 ml of benzene was added 688 mg of 4-cyanobenzyl chloride and the mixture was stirred under reflux for 3 hours. The reaction mixture was poured into a large amount of saturated saline solution and extracted with chloroform. After washing with water, the extract was dried over anhydrous sodium sulfate. Chloroform was distilled off and the residue was purified through silica gel column chromatogr... Reactants: [H-].[Na+] (sodium hydride), ClC1=C(C=C2C(=C(NC2=C1)C(=O)O)CC)F (6-chloro-5-fluoro-3-ethyl-indole-2-carboxylic acid), C[C@H]1OC1 ((R)-methyloxirane). The solvent is O1CCCC1 (tetrahydrofuran), C1(=CC=CC=C1)OC1=CC=CC=C1 (diphenyl ether). Conditions: time 4 hour. Yields the product ClC1=C(C=C2C(=CN(C2=C1)C[C@@H](C)O)CC)F ((R)-1-(6-chloro-5-fluoro-3-ethylindol-1-yl)-propan-2-ol). The yield is 79.0%. As a reaction SMILES: [Cl:1][C:2]1[CH:10]=[C:9]2[C:5]([C:6]([CH2:14][CH3:15])=[C:7](C(O)=O)[NH:8]2)=[CH:4][C:3]=1[F:16].[H-].[Na+].[CH3:19][C@@H:20]1[CH2:22][O:21]1>C1(OC2C=CC=CC=2)C=CC=CC=1.O1CCCC1>[Cl:1][C:2]1[CH:10]=[C:9]2[C:5]([C:6]([CH2:14][CH3:15])=[CH:7][N:8]2[CH2:19][C@H:20]([OH:21])[CH3:22])=[CH:4][C:3]=1[F:16] |f:1.2|. Reported procedure: A suspension of 1.16 g of 6-chloro-5-fluoro-3-ethyl-indole-2-carboxylic acid in 16 ml of diphenyl ether was stirred at 260° for 4 hours and, after cooling to 0°, diluted with 24 ml of tetrahydrofuran. 180 mg of sodium hydride dispersion were added and the mixture was stirred for one hour. Subsequently, 0.5 ml of (R)-methyloxirane was added and the reaction mixture was stirred at room temperature for 112 hours. The mixture was extracted with diethyl ether, water and saturated sodium chloride solu... The reactants are [OH-].[Na+] (NaOH), C1=CC(=CC=C1[N+](=O)[O-])O (p-nitrophenol), C([O-])([O-])=O.[K+].[K+] (potassium carbonate), COC1=CC=C2C(CCOC2=C1NC(C(CCCCCCBr)(C)C)=O)=O (N-(7-methoxy-4-chromanon-8-yl)-2,2-dimethyl-8-bromooctaneamide). The solvent is C(C)#N (acetonitrile), O (water). Product: COC1=CC=C2C(CCOC2=C1NC(C(CCCCCCOC1=CC=C(C=C1)[N+](=O)[O-])(C)C)=O)=O (N-(7-methoxy-4-chromanon-8-yl)-2,2-dimethyl-8-p-nitrophenoxyoctaneamide). Reaction SMILES: [CH:1]1[C:6]([N+:7]([O-:9])=[O:8])=[CH:5][CH:4]=[C:3]([OH:10])[CH:2]=1.C(=O)([O-])[O-].[K+].[K+].[CH3:17][O:18][C:19]1[C:28]([NH:29][C:30](=[O:41])[C:31]([CH3:40])([CH3:39])[CH2:32][CH2:33][CH2:34][CH2:35][CH2:36][CH2:37]Br)=[C:27]2[C:22]([C:23](=[O:42])[CH2:24][CH2:25][O:26]2)=[CH:21][CH:20]=1.[OH-].[Na+]>C(#N)C.O>[CH3:17][O:18][C:19]1[C:28]([NH:29][C:30](=[O:41])[C:31]([CH3:40])([CH3:39])[CH2:32][CH2:33][CH2:34][CH2:35][CH2:36][CH2:37][O:10][C:3]2[CH:4]=[CH:5][C:6]([N+:7]([O-:9])=[O:8])=[CH:1][CH:2]=2)=[C:27]2[C:22]([C:23](=[O:42])[CH2:24][CH2:25][O:26]2)=[CH:21][CH:20]=1 |f:1.2.3,5.6|. Procedure: 49 mg of p-nitrophenol and 49 mg of potassium carbonate were added to a solution of 150 mg of N-(7-methoxy-4-chromanon-8-yl)-2,2-dimethyl-8-bromooctaneamide (252) in acetonitrile (5 ml), and the mixture was heated under reflux for 15 hr. 10 ml of water was added to the reaction mixture, and the mixture was made alkaline with 2N aqueous NaOH solution and extracted with ethyl acetate. The extract was washed with water and brine, dried over anhydrous magnesium sulfate, and the solvent was removed b... Reactants: COC1=CC=C(C=C1)CCN (2-(4-methoxy-phenyl)-ethylamine), C(C)(=O)OC(C)=O (acetic anhydride). Yields the product COC1=CC=C(C=C1)CCNC(C)=O (N-[2-(4-Methoxy-phenyl)-ethyl]-acetamide). Reaction SMILES: [CH3:1][O:2][C:3]1[CH:8]=[CH:7][C:6]([CH2:9][CH2:10][NH2:11])=[CH:5][CH:4]=1.[C:12](OC(=O)C)(=[O:14])[CH3:13]>>[CH3:1][O:2][C:3]1[CH:8]=[CH:7][C:6]([CH2:9][CH2:10][NH:11][C:12](=[O:14])[CH3:13])=[CH:5][CH:4]=1. Procedure details: In close analogy to the procedure described above, 2-(4-methoxy-phenyl)-ethylamine is reacted with acetic anhydride to provide the title compound. Reactants: S(=O)(=O)(OCC1CC(C(C(C1)OCCCCCCCCCCCCCCCCCC)OCCCCCCCCCCCCCCCCCC)OCCCCCCCCCCCCCCCCCC)C1=CC=C(C)C=C1 (3,4,5-Tris(octadecyloxy)cyclohexylmethyl tosylate), OC1=C(C=O)C=CC(=C1)OC (2-hydroxy-4-methoxybenzaldehyde), C([O-])([O-])=O.[K+].[K+] (potassium carbonate). Solvent: CN(C)C=O (DMF), C(Cl)(Cl)Cl (chloroform). Run at temperature 80 celsius, time 8 hour. Yields the product COC1=CC(=C(C=O)C=C1)OCC1CC(C(C(C1)OCCCCCCCCCCCCCCCCCC)OCCCCCCCCCCCCCCCCCC)OCCCCCCCCCCCCCCCCCC (4-methoxy-2-[3′,4′,5′-tris(octadecyloxy)cyclohexylmethyloxy]benzaldehyde). Isolated yield 97.5%. RXN SMILES: S(C1C=CC(C)=CC=1)(O[CH2:5][CH:6]1[CH2:11][CH:10]([O:12][CH2:13][CH2:14][CH2:15][CH2:16][CH2:17][CH2:18][CH2:19][CH2:20][CH2:21][CH2:22][CH2:23][CH2:24][CH2:25][CH2:26][CH2:27][CH2:28][CH2:29][CH3:30])[CH:9]([O:31][CH2:32][CH2:33][CH2:34][CH2:35][CH2:36][CH2:37][CH2:38][CH2:39][CH2:40][CH2:41][CH2:42][CH2:43][CH2:44][CH2:45][CH2:46][CH2:47][CH2:48][CH3:49])[CH:8]([O:50][CH2:51][CH2:52][CH2:53][CH2:54][CH2:55][CH2:56][CH2:57][CH2:58][CH2:59][CH2:60][CH2:61][CH2:62][CH2:63][CH2:64][CH2:65][CH2:66][CH2:67][CH3:68])[CH2:7]1)(=O)=O.[OH:76][C:77]1[CH:84]=[C:83]([O:85][CH3:86])[CH:82]=[CH:81][C:78]=1[CH:79]=[O:80].C(=O)([O-])[O-].[K+].[K+]>CN(C=O)C.C(Cl)(Cl)Cl>[CH3:86][O:85][C:83]1[CH:82]=[CH:81][C:78]([CH:79]=[O:80])=[C:77]([O:76][CH2:5][CH:6]2[CH2:11][CH:10]([O:12][CH2:13][CH2:14][CH2:15][CH2:16][CH2:17][CH2:18][CH2:19][CH2:20][CH2:21][CH2:22][CH2:23][CH2:24][CH2:25][CH2:26][CH2:27][CH2:28][CH2:29][CH3:30])[CH:9]([O:31][CH2:32][CH2:33][CH2:34][CH2:35][CH2:36][CH2:37][CH2:38][CH2:39][CH2:40][CH2:41][CH2:42][CH2:43][CH2:44][CH2:45][CH2:46][CH2:47][CH2:48][CH3:49])[CH:8]([O:50][CH2:51][CH2:52][CH2:53][CH2:54][CH2:55][CH2:56][CH2:57][CH2:58][CH2:59][CH2:60][CH2:61][CH2:62][CH2:63][CH2:64][CH2:65][CH2:66][CH2:67][CH3:68])[CH2:7]2)[CH:84]=1 |f:2.3.4|. Procedure details: 3,4,5-Tris(octadecyloxy)cyclohexylmethyl tosylate (76.9 g, 71.6 mmol), 2-hydroxy-4-methoxybenzaldehyde (16.9 g, 0.11 mol) and potassium carbonate (25.6 g, 0.18 mol) were suspended in DMF (700 ml), and the mixture was stirred at 80° C. overnight. The reaction mixture was dissolved in chloroform (700 ml), washed twice with 0.5N hydrochloric acid (300 ml), once with 5% aqueous sodium hydrogen carbonate solution (300 ml), and once with pure water (300 ml). The solvent was evaporated, and the residue... Reactants: N(=C=O)CC(CCCN=C=O)C (1,5-Diisocyanato-2-methylpentane), C(C)C(CC)NO (N-(1-ethylpropyl)hydroxylamine). The solvent is ClCCl (dichloromethane). The product is CC(CNC(=O)N(C(CC)CC)O)CCCNC(=O)N(O)C(CC)CC (1,1'-(2-Methylpentamethylene)bis(3-hydroxy-3-(1-ethylpropyl)urea)). Isolated yield 34.7%. As a reaction SMILES: [N:1]([CH2:4][CH:5]([CH3:12])[CH2:6][CH2:7][CH2:8][N:9]=[C:10]=[O:11])=[C:2]=[O:3].[CH2:13]([CH:15]([NH:18][OH:19])[CH2:16][CH3:17])[CH3:14]>ClCCl>[CH3:12][CH:5]([CH2:6][CH2:7][CH2:8][NH:9][C:10]([N:18]([CH:15]([CH2:16][CH3:17])[CH2:13][CH3:14])[OH:19])=[O:11])[CH2:4][NH:1][C:2]([N:18]([OH:19])[CH:15]([CH2:16][CH3:17])[CH2:13][CH3:14])=[O:3]. Reported procedure: 1,5-Diisocyanato-2-methylpentane (3.2 ml, 20 mmol) was added dropwise to a solution of N-(1-ethylpropyl)hydroxylamine (4.4 g, 43 mmol) in dichloromethane (200 ml). The reaction was maintained overnight and then concentrated (in vacuo) to a volume of approximately 20 ml. Purification of the sample by flash column chromatography (96:4 dichloromethane.backslash.methanol, Rf 0.26) followed by recrystallization from N,N-dimethylformamide.backslash.water provided 2.6 g of the desired product as a whit...